This data is from the Open Reaction Database (ORD), a public repository of structured organic reaction records. The task is: describe an organic reaction: reactants, conditions, products, and yield Reactants: O=C([O-])[O-], CCCCN, CC#N, O=C1CC(C=C(F)F)CN1Cc1c(C(F)(F)F)nc2ccc(Cl)nn12, [K+], [K+]. Product: CCCCNc1ccc2nc(C(F)(F)F)c(CN3CC(C=C(F)F)CC3=O)n2n1. RXN SMILES: [C:31](=[O:32])([O-:33])[O-:34].[CH2:26]([CH2:27][CH2:28][CH3:29])[NH2:30].[CH3:37][C:38]#[N:39].[Cl:1][c:2]1[cH:3][cH:4][c:5]2[n:6]([n:7]1)[c:8]([CH2:15][N:16]1[C:17](=[O:25])[CH2:18][CH:19]([CH:21]=[C:22]([F:23])[F:24])[CH2:20]1)[c:9]([C:11]([F:12])([F:13])[F:14])[n:10]2.[K+:35].[K+:36]>>[c:2]1([NH:30][CH2:26][CH2:27][CH2:28][CH3:29])[cH:3][cH:4][c:5]2[n:6]([n:7]1)[c:8]([CH2:15][N:16]1[C:17](=[O:25])[CH2:18][CH:19]([CH:21]=[C:22]([F:23])[F:24])[CH2:20]1)[c:9]([C:11]([F:12])([F:13])[F:14])[n:10]2. Reactants: solution, C[Si](C)(C)[N-][Si](C)(C)C.[Li+] (lithium bis(trimethylsilyl)amide), COC(=O)C1CCOCC1 (methyl-tetrahydro-2H-pyran-4-carboxylate), CS(=O)(=O)N1CCN(CC1)C1=CC=C(C=C1)OC(C(F)F)(F)F (1-(methylsulfonyl)-4-[4-(1,1,2,2-tetrafluoroethoxy)phenyl]piperazine). Run in C1CCOC1 (THF), C1CCOC1 (THF), C1CCOC1 (THF). Run at temperature -10 celsius, time 2 hour. Yields the product FC(C(F)F)(OC1=CC=C(C=C1)N1CCN(CC1)S(=O)(=O)CC(=O)C1CCOCC1)F (2-({4-[4-(1,1,2,2-tetrafluoroethoxy)phenyl]piperazin-1-yl}sulfonyl)-1-(tetrahydro-2H-pyran-4-yl)ethanone). RXN SMILES: [CH3:1][S:2]([N:5]1[CH2:10][CH2:9][N:8]([C:11]2[CH:16]=[CH:15][C:14]([O:17][C:18]([F:23])([F:22])[CH:19]([F:21])[F:20])=[CH:13][CH:12]=2)[CH2:7][CH2:6]1)(=[O:4])=[O:3].C[Si]([N-][Si](C)(C)C)(C)C.[Li+].C[O:35][C:36]([CH:38]1[CH2:43][CH2:42][O:41][CH2:40][CH2:39]1)=O>C1COCC1>[F:22][C:18]([F:23])([O:17][C:14]1[CH:13]=[CH:12][C:11]([N:8]2[CH2:9][CH2:10][N:5]([S:2]([CH2:1][C:36]([CH:38]3[CH2:43][CH2:42][O:41][CH2:40][CH2:39]3)=[O:35])(=[O:3])=[O:4])[CH2:6][CH2:7]2)=[CH:16][CH:15]=1)[CH:19]([F:21])[F:20] |f:1.2|. Procedure: The 1-(methylsulfonyl)-4-[4-(1,1,2,2-tetrafluoroethoxy)phenyl]piperazine (2.85 g, 0.008 mol) was dissolved in anhydrous THF (200 ml) and cooled to −10° C. under an argon atmosphere. 1.0M solution of lithium bis(trimethylsilyl)amide in THF (17.6 ml, 0.0176 mol) was added with cooling to −30° C. and the mixture added a solution of methyl-tetrahydro-2H-pyran-4-carboxylate (CAS Number 110238-91-0) in THF (2 ml). This was allowed to reach room temperature and stirred for 2 hours. The reaction was que... The reactants are ClC=1C=C(CN)C=CC1Cl (3,4-dichlorobenzylamine), ClC=1C2=C(N=C(N1)C1=CC=NO1)SC(=C2C)C (4-chloro-2-(isoxazol-5-yl)-5,6-dimethyl-thieno-[2,3-d]-pyrimidine). The product is O1N=CC=C1C=1N=C(C2=C(N1)SC(=C2C)C)NCC2=CC(=C(C=C2)Cl)Cl (2-(isoxazol-5-yl)-4-(3,4-dichlorobenzylamino)-5,6-dimethyl-thieno-[2,3-d]-pyrimidine). As a reaction SMILES: [Cl:1][C:2]1[CH:3]=[C:4]([CH:7]=[CH:8][C:9]=1[Cl:10])[CH2:5][NH2:6].Cl[C:12]1[C:13]2[C:25]([CH3:26])=[C:24]([CH3:27])[S:23][C:14]=2[N:15]=[C:16]([C:18]2[O:22][N:21]=[CH:20][CH:19]=2)[N:17]=1>>[O:22]1[C:18]([C:16]2[N:17]=[C:12]([NH:6][CH2:5][C:4]3[CH:7]=[CH:8][C:9]([Cl:10])=[C:2]([Cl:1])[CH:3]=3)[C:13]3[C:25]([CH3:26])=[C:24]([CH3:27])[S:23][C:14]=3[N:15]=2)=[CH:19][CH:20]=[N:21]1. Procedure details: With the procedure of Example 1, the reaction of 3,4-dichlorobenzylamine with 4-chloro-2-(isoxazol-5-yl)-5,6-dimethyl-thieno-[2,3-d]-pyrimidine yields 2-(isoxazol-5-yl)-4-(3,4-dichlorobenzylamino)-5,6-dimethyl-thieno-[2,3-d]-pyrimidine. Starting materials: COC(=O)CCCCCOc1ccc(NC(=O)CCCCCOCc2ccccc2)cc1, CO. Yields the product COC(=O)CCCCCOc1ccc(NC(=O)CCCCCO)cc1. Reaction SMILES: [CH3:1][O:2][C:3]([CH2:4][CH2:5][CH2:6][CH2:7][CH2:8][O:9][c:10]1[cH:11][cH:12][c:13]([NH:16][C:17]([CH2:18][CH2:19][CH2:20][CH2:21][CH2:22][O:23][CH2:24][c:25]2[cH:26][cH:27][cH:28][cH:29][cH:30]2)=[O:31])[cH:14][cH:15]1)=[O:32].[CH3:33][OH:34]>>[CH3:1][O:2][C:3]([CH2:4][CH2:5][CH2:6][CH2:7][CH2:8][O:9][c:10]1[cH:11][cH:12][c:13]([NH:16][C:17]([CH2:18][CH2:19][CH2:20][CH2:21][CH2:22][OH:23])=[O:31])[cH:14][cH:15]1)=[O:32]. The reactants are C(C)(C)N1CCC(CC1)OC1=CC=2C=C3N(C2C=C1)CCNC3=O (8-(1-Isopropyl-piperidin-4-yloxy)-3,4-dihydro-2H-pyrazino[1,2-a]indol-1-one), [H-].[Na+] (sodium hydride), COC1=CC=C(CCl)C=C1 (4-methoxybenzyl chloride). The product is C(C)(C)N1CCC(CC1)OC1=CC=2C=C3N(C2C=C1)CCN(C3=O)CC3=CC=C(C=C3)OC (8-(1-Isopropyl-piperidin-4-yloxy)-2-(4-methoxy-benzyl)-3,4-dihydro-2H-pyrazino[1,2-a]indol-1-one). Isolated yield 50.0%. As a reaction SMILES: [CH:1]([N:4]1[CH2:9][CH2:8][CH:7]([O:10][C:11]2[CH:19]=[CH:18][C:17]3[N:16]4[CH2:20][CH2:21][NH:22][C:23](=[O:24])[C:15]4=[CH:14][C:13]=3[CH:12]=2)[CH2:6][CH2:5]1)([CH3:3])[CH3:2].[H-].[Na+].[CH3:27][O:28][C:29]1[CH:36]=[CH:35][C:32]([CH2:33]Cl)=[CH:31][CH:30]=1>>[CH:1]([N:4]1[CH2:9][CH2:8][CH:7]([O:10][C:11]2[CH:19]=[CH:18][C:17]3[N:16]4[CH2:20][CH2:21][N:22]([CH2:33][C:32]5[CH:35]=[CH:36][C:29]([O:28][CH3:27])=[CH:30][CH:31]=5)[C:23](=[O:24])[C:15]4=[CH:14][C:13]=3[CH:12]=2)[CH2:6][CH2:5]1)([CH3:3])[CH3:2] |f:1.2|. Procedure: The title compound was synthesized in analogy to example 17, from 8-(1-isopropyl-piperidin-4-yloxy)-3,4-dihydro-2H-pyrazino[1,2-a]indol-1-one (example 1), sodium hydride and 4-methoxybenzyl chloride, to give the desired product as a white solid (50%). The reactants are C1COCCN1Cc1ccc(C=O)cc1, CC1=CN=C(C=C1)N, [C-]#[N+]C1CCCCC1. Reagents/catalysts: O=C(O)C(F)(F)F (trifluoroacetic acid). Solvent: CC(C)O (isopropyl alcohol), CC(C)O (isopropylalcohol). Reaction conditions: temperature 22 celsius, time 20 hour. Yields the product Cc1ccc2nc(c3ccc(CN4CCOCC4)cc3)c(NC3CCCCC3)n2c1. The yield is 9.3%. As a reaction SMILES: CC1=CC=C(N)N=C1.[C-]#[N+]C1CCCCC1.O=CC1=CC=C(CN2CCOCC2)C=C1>>CC1=CN2C(C=C1)=NC(=C2NC1CCCCC1)C1=CC=C(CN2CCOCC2)C=C1. The reactants are II (iodine), COC1=CC=C(C=C1)[C@@H]1[C@H](C1)C(=O)OCC (ethyl (1S,2S)-2-(4-methoxyphenyl)cyclopropanecarboxylate). Reagents/catalysts: S(=O)(=O)([O-])[O-].[Ag+2] (Silver sulfate). Run in CCO (EtOH). Run at time 4 hour. The product is IC=1C=C(C=CC1OC)[C@@H]1[C@H](C1)C(=O)OCC (ethyl (1S,2S)-2-(3-iodo-4-methoxyphenyl)cyclopropanecarboxylate). RXN SMILES: [I:1]I.[CH3:3][O:4][C:5]1[CH:10]=[CH:9][C:8]([C@H:11]2[CH2:13][C@@H:12]2[C:14]([O:16][CH2:17][CH3:18])=[O:15])=[CH:7][CH:6]=1>CCO.S([O-])([O-])(=O)=O.[Ag+2]>[I:1][C:10]1[CH:9]=[C:8]([C@H:11]2[CH2:13][C@@H:12]2[C:14]([O:16][CH2:17][CH3:18])=[O:15])[CH:7]=[CH:6][C:5]=1[O:4][CH3:3] |f:3.4|. Procedure details: Silver sulfate (3.47 g, 11.12 mmol) and iodine (0.576 mL, 11.12 mmol) were added successively to a solution of ethyl (1S,2S)-2-(4-methoxyphenyl)cyclopropanecarboxylate (2.45 g, 11.12 mmol) in EtOH (55.6 mL) at 25° C. and the reaction was stirred vigorously for 4 h. After this time the reaction mixture was filtered through a plug of Celite®. The filtrate was diluted with EtOAc (100 mL), washed with water (2×25 mL), aq. NaHSO3 (2×25 mL), and brine (25 mL), dried (MgSO4) and concentrated in vacuo t...